This data is from the Open Reaction Database (ORD), a public repository of structured organic reaction records. The task is: describe an organic reaction: reactants, conditions, products, and yield Starting materials: O=C(c1ccc(F)cc1)c1ccc(O)c(Cl)c1Cl, Cl, NO, c1ccncc1. The product is ON=C(c1ccc(F)cc1)c1ccc(O)c(Cl)c1Cl. RXN SMILES: [Cl:1][c:2]1[c:3]([C:4](=[O:5])[c:6]2[cH:7][cH:8][c:9]([F:12])[cH:10][cH:11]2)[cH:13][cH:14][c:15]([OH:18])[c:16]1[Cl:17].[ClH:21].[NH2:19][OH:20].[cH:22]1[cH:23][cH:24][n:25][cH:26][cH:27]1>>[Cl:1][c:2]1[c:3]([C:4]([c:6]2[cH:7][cH:8][c:9]([F:12])[cH:10][cH:11]2)=[N:19][OH:20])[cH:13][cH:14][c:15]([OH:18])[c:16]1[Cl:17]. The reactants are N1(CCOCC1)CCCNC=1N=[N+](C2=C(N1)C=C1CCCOC1=C2)[O-] (N-[3-(4-Morpholinyl)propyl]-7,8-dihydro-6H-chromeno[6,7-e][1,2,4]triazin-3-amine 1-Oxide), C(=O)(C(F)(F)F)O (TFA), OO (H2O2). Solvent: C(Cl)Cl (DCM), C(Cl)Cl (DCM), N (NH3). Run at temperature 0 celsius, time 5 minute. Yields the product [N+](=O)([O-])C1=C(C=C2CCCC2=C1)NC(C)=O (N-(6-nitro-2,3-dihydro-1H-inden-5-yl)acetamide). As a reaction SMILES: [OH:1]O.N1(CCCNC2N=[N+:15]([O-:27])[C:16]3[CH:26]=[C:25]4[C:20]([CH2:21][CH2:22][CH2:23]O4)=[CH:19][C:17]=3[N:18]=2)CCOCC1.[C:28](O)([C:30](F)(F)F)=[O:29]>C(Cl)Cl.N>[N+:15]([C:16]1[CH:26]=[C:25]2[C:20]([CH2:21][CH2:22][CH2:23]2)=[CH:19][C:17]=1[NH:18][C:28](=[O:29])[CH3:30])([O-:27])=[O:1]. Procedure: H2O2 (70%, 0.74 mL, ca. 14.7 mmol) was added dropwise to a stirred solution of TFM (2.1 mL, 14.7 mmol) in DCM (20 mL) at 0° C. The solution was stirred at 0° C. for 5 min, warmed to 20° C. for 10 min, then cooled to 0° C. and added to a stirred solution of 1-oxide 243 (509 mg, 1.5 mmol) and TFA (0.57 mL, 7.4 mmol) in DCM (15 mL) at 0° C. The solution was stirred at 20° C. for 4 h, diluted with dilute aqueous NH3 solution (10 mL) and extracted with CHCl3 (4×50 mL). The combined organic fraction w... The reactants are CCOC(C)=O, CCCCCOc1ccc(C#Cc2ccc(CN(Cc3ccc(C(F)(F)F)cc3)C(=O)C(=O)O)cc2)cc1. Product: CCCCCOc1ccc(CCc2ccc(CN(Cc3ccc(C(F)(F)F)cc3)C(=O)C(=O)O)cc2)cc1. Reaction SMILES: [CH3:39][CH2:40][O:41][C:42]([CH3:43])=[O:44].[O:1]=[C:2]([C:3](=[O:4])[OH:5])[N:6]([CH2:7][c:8]1[cH:9][cH:10][c:11]([C:14]([F:15])([F:16])[F:17])[cH:12][cH:13]1)[CH2:18][c:19]1[cH:20][cH:21][c:22]([C:25]#[C:26][c:27]2[cH:28][cH:29][c:30]([O:33][CH2:34][CH2:35][CH2:36][CH2:37][CH3:38])[cH:31][cH:32]2)[cH:23][cH:24]1>>[O:1]=[C:2]([C:3](=[O:4])[OH:5])[N:6]([CH2:7][c:8]1[cH:9][cH:10][c:11]([C:14]([F:15])([F:16])[F:17])[cH:12][cH:13]1)[CH2:18][c:19]1[cH:20][cH:21][c:22]([CH2:25][CH2:26][c:27]2[cH:28][cH:29][c:30]([O:33][CH2:34][CH2:35][CH2:36][CH2:37][CH3:38])[cH:31][cH:32]2)[cH:23][cH:24]1. Starting materials: CCN(C(C)C)C(C)C (DIPEA), C(C1=CC=CC=C1)ON1[C@@H]2C(=C[C@H](N(C1=O)C2)C(=O)N)CC[N+](=O)[O-] ((2S,5R)-6-(benzyloxy)-4-(2-nitroethyl)-7-oxo-1,6-diazabicyclo[3.2.1]oct-3-ene-2-carboxamide), C(C1=CC=CC=C1)ON1[C@@H]2C(=C[C@H](N(C1=O)C2)C(=O)N)CC[N+](=O)[O-] ((2S,5R)-6-(benzyloxy)-4-(2-nitroethyl)-7-oxo-1,6-diazabicyclo[3.2.1]oct-3-ene-2-carboxamide), C(C)(=O)O (acetic acid), C(C)(=O)OC(C)=O (acetic anhydride). Reagents/catalysts: [Zn] (zinc). The solvent is C(C)O (ethanol), C(Cl)Cl (DCM). Reaction conditions: time 1 hour. Yields the product C(C)(=O)NCCC1=C[C@H](N2C(N([C@H]1C2)OCC2=CC=CC=C2)=O)C(=O)N ((2S,5R)-4-(2-acetamidoethyl)-6-(benzyloxy)-7-oxo-1,6-diazabicyclo[3.2.1]oct-3-ene-2-carboxamide). Isolated yield 99.4%. RXN SMILES: [CH2:1]([O:8][N:9]1[C:15](=[O:16])[N:14]2[CH2:17][C@H:10]1[C:11]([CH2:21][CH2:22][N+:23]([O-])=O)=[CH:12][C@H:13]2[C:18]([NH2:20])=[O:19])[C:2]1[CH:7]=[CH:6][CH:5]=[CH:4][CH:3]=1.[C:26](O)(=[O:28])[CH3:27].CCN(C(C)C)C(C)C.C(OC(=O)C)(=O)C>C(O)C.C(Cl)Cl.[Zn]>[C:26]([NH:23][CH2:22][CH2:21][C:11]1[C@@H:10]2[CH2:17][N:14]([C:15](=[O:16])[N:9]2[O:8][CH2:1][C:2]2[CH:7]=[CH:6][CH:5]=[CH:4][CH:3]=2)[C@H:13]([C:18]([NH2:20])=[O:19])[CH:12]=1)(=[O:28])[CH3:27]. Procedure details: To a solution of (2S,5R)-6-(benzyloxy)-4-(2-nitroethyl)-7-oxo-1,6-diazabicyclo[3.2.1]oct-3-ene-2-carboxamide (Intermediate 226, 0.300 g, 0.87 mmol) in ethanol (10 mL) was added zinc dust (1.416 g, 21.66 mmol) and acetic acid (1.984 mL, 34.65 mmol). The reaction mixture was stirred at ambient temperature for 1 hour. Then DIPEA (2.118 mL, 12.13 mmol) was added to reaction mixture followed by acetic anhydride (0.245 mL, 2.60 mmol). The reaction mixture was stirred for an additional 2 hours, then di... Reactants: S1C=NCC1 (thiazoline), Cl(=O)(=O)(=O)[O-].CSC1=[S+]C=CS1 (2-methylthio-1,3-dithiolium perchlorate). Yields the product Cl(=O)(=O)(=O)[O-].S1C(SC=C1)=[N+]1CSCC1 (3-(1,3-dithiol-2-ylidene)thiazolidinium perchlorate). The yield is 79.0%. Reaction SMILES: [S:1]1[CH2:5][CH2:4][N:3]=[CH:2]1.[Cl:6]([O-:10])(=[O:9])(=[O:8])=[O:7].CS[C:13]1[S:17][CH:16]=[CH:15][S+:14]=1>>[Cl:6]([O-:10])(=[O:9])(=[O:8])=[O:7].[S:14]1[CH:15]=[CH:16][S:17][C:13]1=[N+:3]1[CH2:4][CH2:5][S:1][CH2:2]1 |f:1.2,3.4|. Procedure: 1.0 g of thiazoline and 2.5 g of 2-methylthio-1,3-dithiolium perchlorate were treated in the same manner as in Example 26, and the product was recrystallized from ethanol, whereby 2.3 g (yield: 79.3%) of 3-(1,3-dithiol-2-ylidene)thiazolidinium perchlorate (Compound No. 36) was obtained as crystals having a melting point of from 179° to 180° C. The reactants are ClC=1C2=C(N=CN1)SC=C2C (4-Chloro-5-methylthieno[2,3-d]pyrimidine), O(C1=CC=CC=C1)C1=CC=C(N)C=C1 (4-phenoxyaniline). The solvent is CC(C)O (2-propanol). The product is Cl.CC1=CSC=2N=CN=C(C21)NC2=CC=C(C=C2)OC2=CC=CC=C2 (5-Methyl4-(4-phenoxyanilino)thieno[2,3-d]pyrimidine hydrochloride). The yield is 80.3%. As a reaction SMILES: [Cl:1][C:2]1[C:3]2[C:10]([CH3:11])=[CH:9][S:8][C:4]=2[N:5]=[CH:6][N:7]=1.[O:12]([C:19]1[CH:25]=[CH:24][C:22]([NH2:23])=[CH:21][CH:20]=1)[C:13]1[CH:18]=[CH:17][CH:16]=[CH:15][CH:14]=1>CC(O)C>[ClH:1].[CH3:11][C:10]1[C:3]2[C:2]([NH:23][C:22]3[CH:21]=[CH:20][C:19]([O:12][C:13]4[CH:18]=[CH:17][CH:16]=[CH:15][CH:14]=4)=[CH:25][CH:24]=3)=[N:7][CH:6]=[N:5][C:4]=2[S:8][CH:9]=1 |f:3.4|. Procedure details: 4-Chloro-5-methylthieno[2,3-d]pyrimidine (0.185 g, 1.00 mmol) and 4-phenoxyaniline (0.210 g, 1.1 mmol) were reacted in 2-propanol (6 ml) for 17 hours according to Procedure A. The product was obtained as a pale grey solid (0.297 g, 80%), m.p. 218-221° C.; (Found: C, 61.61; H, 4.33, N, 11.25. C19H15N3OS.HCl requires: C, 61.70; H, 4.36; N, 11.36%); δH [2H6]-DMSO 8.60 (1H, br s, NH), 8.49 (1H, s, 2-H), 7.68 (2H, d, J 9, 2′-H, 6′-H), 7.33-7.48 (3H, m, 6-H, 3″-H, 5″-H), 7.17 (1H, t, J 9, 4″-H), 7.00-...